Dataset: the Open Reaction Database (ORD), a public repository of structured organic reaction records. Task: describe an organic reaction: reactants, conditions, products, and yield The solvent is C1(=CC=CC=C1)OC (anisole), C1(=CC=CC=C1)OC (anisole). Conditions: temperature 110 celsius. RXN SMILES: C([N:8]1[C:16]2[C:11](=[C:12]([C:17]3[CH:26]=[C:25]4[C:20]([CH:21]=[CH:22][CH:23]=[N:24]4)=[C:19]([N:27]4[CH2:32][CH2:31][O:30][CH2:29][CH2:28]4)[N:18]=3)[CH:13]=[CH:14][CH:15]=2)[CH:10]=[CH:9]1)C1C=CC=CC=1.[Al+3].[Cl-].[Cl-].[Cl-]>C1(OC)C=CC=CC=1>[NH:8]1[C:16]2[C:11](=[C:12]([C:17]3[CH:26]=[C:25]4[C:20]([CH:21]=[CH:22][CH:23]=[N:24]4)=[C:19]([N:27]4[CH2:32][CH2:31][O:30][CH2:29][CH2:28]4)[N:18]=3)[CH:13]=[CH:14][CH:15]=2)[CH:10]=[CH:9]1 |f:1.2.3.4|. The reactants are [Al+3].[Cl-].[Cl-].[Cl-] (AlCl3), solid, C(C1=CC=CC=C1)N1C=CC2=C(C=CC=C12)C1=NC(=C2C=CC=NC2=C1)N1CCOCC1 (7-(1-benzyl-1H-indol-4-yl)-5-morpholin-4-yl-1,6-naphthyridine), C(C1=CC=CC=C1)N1C=CC2=C(C=CC=C12)C1=NC(=C2C=CC=NC2=C1)N1CCOCC1 (7-(1-Benzyl-1H-indol-4-yl)-5-morpholin-4-yl-1,6-naphthyridine). Yields the product N1C=CC2=C(C=CC=C12)C1=NC(=C2C=CC=NC2=C1)N1CCOCC1 (7-(1H-Indol-4-yl)-5-morpholin-4-yl-1,6-naphthyridine). Reported procedure: To a solution of 7-(1-benzyl-1H-indol-4-yl)-5-morpholin-4-yl-1,6-naphthyridine, 4 (64 mg, 0.13 mmol, 1 eq) in dry anisole (1.5 mL) was added a suspension of AlCl3 in dry anisole (1.5 mL). The mixture was then heated at 110° C. for 0.5 h. Once cooled down, it was partitioned with H2O (15 mL) and extracted with EtOAc (3×20 mL) and CH2Cl2 (20 mL). The combined organic extracts were then dried over MgSO4 and the solvent was removed in vacuo. The residue was further purified by silica gel column chro...